Task: describe an organic reaction: reactants, conditions, products, and yield. Dataset: the Open Reaction Database (ORD), a public repository of structured organic reaction records Reactants: ClC1=C(C=C(C=2N=C(NC21)C(F)(F)F)[N+](=O)[O-])C(F)(F)F (4-Chloro-7-nitro-2,5-bis(trifluoromethyl)benzimidazole), C1(CC1)N (cyclopropylamine). Yields the product C1(CC1)NC1=C(C=C(C=2N=C(NC21)C(F)(F)F)[N+](=O)[O-])C(F)(F)F (4-(cyclopropylamino)-7-nitro-2,5-bis(trifluoromethyl)-benzimidazole). Reaction SMILES: Cl[C:2]1[C:10]2[NH:9][C:8]([C:11]([F:14])([F:13])[F:12])=[N:7][C:6]=2[C:5]([N+:15]([O-:17])=[O:16])=[CH:4][C:3]=1[C:18]([F:21])([F:20])[F:19].[CH:22]1([NH2:25])[CH2:24][CH2:23]1>>[CH:22]1([NH:25][C:2]2[C:10]3[NH:9][C:8]([C:11]([F:14])([F:13])[F:12])=[N:7][C:6]=3[C:5]([N+:15]([O-:17])=[O:16])=[CH:4][C:3]=2[C:18]([F:21])([F:20])[F:19])[CH2:24][CH2:23]1. Procedure: 4-Chloro-7-nitro-2,5-bis(trifluoromethyl)benzimidazole is reacted with cyclopropylamine to obtain the corresponding 4-(cyclopropylamino)-7-nitro-2,5-bis(trifluoromethyl)-benzimidazole, m.w., 354.2. Starting materials: FC=1C=C(C=CC1)O (3-fluorophenol), N1=CC=CC=C1 (pyridine), C(CC)(=O)Cl (propionyl chloride). Run in ClCCl (dichloromethane), ClCCl (dichloromethane). Run at time 30 minute. Product: FC=1C=C(C=CC1)OC(CC)=O (3-fluoro-1-propionyloxybenzene). Isolated yield 100.5%. As a reaction SMILES: [F:1][C:2]1[CH:3]=[C:4]([OH:8])[CH:5]=[CH:6][CH:7]=1.N1C=CC=CC=1.[C:15](Cl)(=[O:18])[CH2:16][CH3:17]>ClCCl>[F:1][C:2]1[CH:3]=[C:4]([O:8][C:15](=[O:18])[CH2:16][CH3:17])[CH:5]=[CH:6][CH:7]=1. Procedure: To a solution of 3-fluorophenol (22.4 g, 0.2 mol), pyridine (24 ml, 0.3 mol) and dichloromethane (200 ml) at room temperature was added 20 ml (0.225 mol) propionyl chloride over a period of 5 min. The reaction was exothermic. The solution was stirred for another 30 min. After addition of dichloromethane, the organic phase was washed with sat. NaHCO3 solution and water, dried over MgSO4 and concentrated in vacuo. 33.8 g (100%) of 3-fluoro-1-propionyloxybenzene was obtained. This compound was reac... Reactants: C1(CCC1)C#N (cyclobutanecarbonitrile), C(C)(C)[N-]C(C)C.[Li+] (lithium diisopropylamide), O1CC(CC1)=O (dihydrofuran-3(2H)-one), CN(P(=O)(N(C)C)N(C)C)C (hexamethylphosphoramide). The solvent is C1CCOC1 (THF). Reaction conditions: temperature -78 celsius, time 40 minute. The product is OC1(COCC1)C1(CCC1)C#N (1-(3-hydroxytetrahydrofuran-3-yl)cyclobutanecarbonitrile). The yield is 44.3%. Reaction SMILES: [CH:1]1([C:5]#[N:6])[CH2:4][CH2:3][CH2:2]1.C([N-]C(C)C)(C)C.[Li+].[O:15]1[CH2:19][CH2:18][C:17](=[O:20])[CH2:16]1.CN(C)P(N(C)C)(N(C)C)=O>C1COCC1>[OH:20][C:17]1([C:1]2([C:5]#[N:6])[CH2:4][CH2:3][CH2:2]2)[CH2:18][CH2:19][O:15][CH2:16]1 |f:1.2|. Procedure: To a solution of cyclobutanecarbonitrile (405 mg, 5 mmol) in THF (7 ml) was added 2.0M lithium diisopropylamide (2.5 ml, 5 mmol) dropwise at −78° C. The reaction solution was stirred at −78° C. for 40 minutes, followed by the addition of a solution of dihydrofuran-3(2H)-one (473 mg, 5.5 mmol) in hexamethylphosphoramide (268 mg, 1.5 mmol). The mixture was warmed to room temperature and stirred for 3 hours. The reaction mixture was quenched with 1N aqueous HCl solution and extracted with EtOAc (3×... The reactants are C([O-])([O-])=O.[K+].[K+] (potassium carbonate), N1CCOCC1 (morpholine), CC(=CC=O)C (prenal). The solvent is C1(=CC=CC=C1)C (toluene). Run at temperature 0 celsius, time 4 hour. Yields the product CC(C=CN1CCOCC1)=C (3-methyl-1-morpholinobutadiene). Reaction SMILES: C(=O)([O-])[O-].[K+].[K+].[NH:7]1[CH2:12][CH2:11][O:10][CH2:9][CH2:8]1.[CH3:13][C:14]([CH3:18])=[CH:15][CH:16]=O>C1(C)C=CC=CC=1>[CH3:18][C:14](=[CH2:13])[CH:15]=[CH:16][N:7]1[CH2:12][CH2:11][O:10][CH2:9][CH2:8]1 |f:0.1.2|. Procedure details: Anhydrous potassium carbonate (43.5 mmol; 6 g) and morpholine (308 mmol; 26.8 g) were introduced into a 100-ml Erlenmeyer equipped with a dropping funnel, under an inert atmosphere. When the reaction medium had been cooled to 0° C., prenal (150 mmol) in toluene (20 ml) was added dropwise. The temperature was allowed to rise to 20° C. and stirring was continued for 4 hours. The potassium carbonate was separated by filtration. The toluene was removed at atmospheric pressure, which permits cracking... The reactants are FC1=C(C=CC(=C1)B1OC(C(O1)(C)C)(C)C)C=1C=NC(=NC1)N (5-(2-fluoro-4-(4,4,5,5-tetramethyl-1,3,2-dioxaborolan-2-yl)phenyl)pyrimidin-2-amine), BrC1=C(C=CC=C1)S(=O)(=O)CC1CC1 (1-bromo-2-((cyclopropylmethyl)sulfonyl)benzene). Product: C1(CC1)CS(=O)(=O)C1=C(C=CC=C1)C1=CC(=C(C=C1)C=1C=NC(=NC1)N)F (5-{2′-[(Cyclopropylmethyl)sulfonyl]-3-fluorobiphenyl-4-yl}pyrimidin-2-amine). RXN SMILES: [F:1][C:2]1[CH:7]=[C:6](B2OC(C)(C)C(C)(C)O2)[CH:5]=[CH:4][C:3]=1[C:17]1[CH:18]=[N:19][C:20]([NH2:23])=[N:21][CH:22]=1.Br[C:25]1[CH:30]=[CH:29][CH:28]=[CH:27][C:26]=1[S:31]([CH2:34][CH:35]1[CH2:37][CH2:36]1)(=[O:33])=[O:32]>>[CH:35]1([CH2:34][S:31]([C:26]2[CH:27]=[CH:28][CH:29]=[CH:30][C:25]=2[C:6]2[CH:5]=[CH:4][C:3]([C:17]3[CH:22]=[N:21][C:20]([NH2:23])=[N:19][CH:18]=3)=[C:2]([F:1])[CH:7]=2)(=[O:32])=[O:33])[CH2:36][CH2:37]1. Procedure details: The title compound was prepared using conditions analogous to those used to make Example 6 5-(2-fluoro-4-(4,4,5,5-tetramethyl-1,3,2-dioxaborolan-2-yl)phenyl)pyrimidin-2-amine and 1-bromo-2-((cyclopropylmethyl)sulfonyl)benzene. MS (ESI): mass calcd. for C20H18FN3O2S, 383.11; m/z found, 384.2 [M+H]+. 1H NMR (400 MHz, DMSO-d6) δ 8.53 (d, J=1.5, 2H), 8.11 (dd, J=7.9, 1.2, 1H), 7.80 (m, 1H), 7.72 (m, 1H), 7.62 (m, 1H), 7.46 (dd, J=7.6, 1.1, 1H), 7.37 (dd, J=11.8, 1.7, 1H), 7.28 (dd, J=7.9, 1.7, 1H), ... Reactants: CCN=C=NCCCN(C)C (EDCI), NC1=NC=C(C=C1)F (2-amino-5-fluoro-pyridine), C(=S)(Cl)Cl (thiophosgene), NC1=NC=C(C=C1)F (2-amino-5-fluoro-pyridine), ClC1=C(C(=CC=C1)Cl)C=1NC2=C(N1)C=CC(=C2)C(=O)NN (2-(2,6-dichloro-phenyl)-3H-benzoimidazole-5-carboxylic acid hydrazide). The solvent is CN(C)C=O (DMF), CCOC(=O)C (EtOAc), C(Cl)(Cl)Cl (CHCl3), C(=O)(O)[O-].[Na+] (NaHCO3). Reaction conditions: time 8 hour. Yields the product ClC1=C(C(=CC=C1)Cl)C=1NC2=C(N1)C=CC(=C2)C2=NN=C(O2)NC2=NC=C(C=C2)F ({5-[2-(2,6-Dichloro-phenyl)-3H-benzoimidazol-5-yl]-[1,3,4]oxadiazol-2-yl}-(5-fluoro-pyridin-2-yl)-amine). As a reaction SMILES: [NH2:1][C:2]1[CH:7]=[CH:6][C:5]([F:8])=[CH:4][N:3]=1.[C:9](Cl)(Cl)=S.[Cl:13][C:14]1[CH:19]=[CH:18][CH:17]=[C:16]([Cl:20])[C:15]=1[C:21]1[NH:22][C:23]2[CH:29]=[C:28]([C:30]([NH:32][NH2:33])=[O:31])[CH:27]=[CH:26][C:24]=2[N:25]=1.CCN=C=NCCCN(C)C>C(Cl)(Cl)Cl.C([O-])(O)=O.[Na+].CCOC(C)=O.CN(C=O)C>[Cl:13][C:14]1[CH:19]=[CH:18][CH:17]=[C:16]([Cl:20])[C:15]=1[C:21]1[NH:22][C:23]2[CH:29]=[C:28]([C:30]3[O:31][C:9]([NH:1][C:2]4[CH:7]=[CH:6][C:5]([F:8])=[CH:4][N:3]=4)=[N:33][N:32]=3)[CH:27]=[CH:26][C:24]=2[N:25]=1 |f:5.6|. Reported procedure: Dissolve 2-amino-5-fluoro-pyridine (68 mg, 0.606 mmol) in a biphasic solution of CHCl3 (15 mL) and saturated NaHCO3 (15 mL). Add thiophosgene (46 uL, 0.606 mmol) to the organic phase and stir the reaction vigorously for 1 hr. Add 2-(2,6-dichloro-phenyl)-3H-benzoimidazole-5-carboxylic acid hydrazide (146 mg, 0.455 mmol) and stir for 7 hr. Add additional 2-amino-5-fluoro-pyridine (68 mg, 0.606 mmol) and stir overnight. Filter the reaction and wash the collected solid with DCM. Concentrate the orga... The reactants are CS(=O)(=O)Cl (Methanesulfonyl chloride), ice, ClC1=CC2=C(N3C(=NN=C3CNC2)C2CCN(CC2)C2=NC=CC=C2)C=C1 (8-Chloro-1-(3,4,5,6-tetrahydro-2H-[1,2′]bipyridinyl-4-yl)-5,6-dihydro-4H-2,3,5,10b-tetraaza-benzo[e]azulene). The solvent is ClCCl (dichloromethane). Run at time 20 hour. Yields the product ClC1=CC2=C(N3C(=NN=C3CN(C2)S(=O)(=O)C)C2CCN(CC2)C2=NC=CC=C2)C=C1 (8-Chloro-5-methanesulfonyl-1-(3,4,5,6-tetrahydro-2H-[1,2′]bipyridinyl-4-yl)-5,6-dihydro-4H-2,3,5,10b-tetraaza-benzo[e]azulene). Isolated yield 29.2%. RXN SMILES: [CH3:1][S:2](Cl)(=[O:4])=[O:3].[Cl:6][C:7]1[CH:32]=[CH:31][C:10]2[N:11]3[C:15]([CH2:16][NH:17][CH2:18][C:9]=2[CH:8]=1)=[N:14][N:13]=[C:12]3[CH:19]1[CH2:24][CH2:23][N:22]([C:25]2[CH:30]=[CH:29][CH:28]=[CH:27][N:26]=2)[CH2:21][CH2:20]1>ClCCl>[Cl:6][C:7]1[CH:32]=[CH:31][C:10]2[N:11]3[C:15]([CH2:16][N:17]([S:2]([CH3:1])(=[O:4])=[O:3])[CH2:18][C:9]=2[CH:8]=1)=[N:14][N:13]=[C:12]3[CH:19]1[CH2:20][CH2:21][N:22]([C:25]2[CH:30]=[CH:29][CH:28]=[CH:27][N:26]=2)[CH2:23][CH2:24]1. Procedure: Methanesulfonyl chloride (0.1 ml, 1.29 mmol) was added to an ice cooled solution of the amine of example 4 (200 mg, 0.53 mmol) in dichloromethane (5 ml) and stirred at room temperature for 20 hours. The dichloromethane was evaporated off under reduced pressure and the residue purified by chromatography on silica gel using methanol in dichloromethane (5:95) as eluant, to afford the title compound as a brown foam (71 mg).